Dataset: the Open Reaction Database (ORD), a public repository of structured organic reaction records. Task: describe an organic reaction: reactants, conditions, products, and yield Reactants: [Cl-].[NH4+] (ammonium chloride), C(C)(C)[Mg]Cl (isopropyl magnesium chloride), N1C=NC(=C1)C(=O)C=1C=C(C=CC1OC)C1=CC=CC=C1 (1H-Imidazol-4-yl(4-methoxy[1,1′-biphenyl]-3-yl)methanone). Run in C1CCOC1 (THF), C1CCOC1 (THF), O (water). Run at temperature -40 celsius, time 1 hour. Product: N1C=NC(=C1)C(C(C)C)(O)C=1C=C(C=CC1OC)C1=CC=CC=C1 (1-(1H-imidazol-4-yl)-1-(4-methoxy[1,1′-biphenyl]-3-yl)-2-methyl-1-propanol). RXN SMILES: [NH:1]1[CH:5]=[C:4]([C:6]([C:8]2[CH:9]=[C:10]([C:16]3[CH:21]=[CH:20][CH:19]=[CH:18][CH:17]=3)[CH:11]=[CH:12][C:13]=2[O:14][CH3:15])=[O:7])[N:3]=[CH:2]1.[CH:22]([Mg]Cl)([CH3:24])[CH3:23].[Cl-].[NH4+]>C1COCC1.O>[NH:1]1[CH:5]=[C:4]([C:6]([C:8]2[CH:9]=[C:10]([C:16]3[CH:17]=[CH:18][CH:19]=[CH:20][CH:21]=3)[CH:11]=[CH:12][C:13]=2[O:14][CH3:15])([OH:7])[CH:22]([CH3:24])[CH3:23])[N:3]=[CH:2]1 |f:2.3|. Procedure: 1H-Imidazol-4-yl(4-methoxy[1,1′-biphenyl]-3-yl)methanone (0.62 g) was dissolved in THF (15 ml) and the mixture was cooled to −40° C. A solution (0.6 M; 15 ml) of isopropyl magnesium chloride in THF was slowly added dropwise and the mixture was warmed to room temperature. The mixture was stirred for 1 h and thereto was added saturated aqueous ammonium chloride solution. The mixture was diluted with water and extracted with ethyl acetate. The extract was dried and concentrated. The obtained residu... Starting materials: ClC1=NC=CC=C1C1=C(C(=CN1S(=O)(=O)C1=CC=CC=C1)CN(C(OC(C)(C)C)=O)C)F (tert-butyl {[5-(2-chloropyridin-3-yl)-4-fluoro-1-(phenylsulfonyl)-1H-pyrrol-3-yl]methyl}methylcarbamate), C(C)(=O)OCC.Cl (hydrogen chloride-ethyl acetate), C(C)O (ethanol). Run at time 3 hour. Product: C(\C=C\C(=O)O)(=O)O.ClC1=NC=CC=C1C1=C(C(=CN1S(=O)(=O)C1=CC=CC=C1)CNC)F (1-[5-(2-chloropyridin-3-yl)-4-fluoro-1-(phenylsulfonyl)-1H-pyrrol-3-yl]-N-methylmethanamine fumarate), base. As a reaction SMILES: [Cl:1][C:2]1[C:7]([C:8]2[N:12]([S:13]([C:16]3[CH:21]=[CH:20][CH:19]=[CH:18][CH:17]=3)(=[O:15])=[O:14])[CH:11]=[C:10]([CH2:22][N:23](C)[C:24](=O)[O:25][C:26]([CH3:29])(C)C)[C:9]=2[F:32])=[CH:6][CH:5]=[CH:4][N:3]=1.[C:33]([O:36]CC)(=[O:35])[CH3:34].Cl.C([OH:42])C>>[C:26]([OH:25])(=[O:42])/[CH:29]=[CH:34]/[C:33]([OH:36])=[O:35].[Cl:1][C:2]1[C:7]([C:8]2[N:12]([S:13]([C:16]3[CH:21]=[CH:20][CH:19]=[CH:18][CH:17]=3)(=[O:15])=[O:14])[CH:11]=[C:10]([CH2:22][NH:23][CH3:24])[C:9]=2[F:32])=[CH:6][CH:5]=[CH:4][N:3]=1 |f:1.2,4.5|. Reported procedure: To a solution of tert-butyl {[5-(2-chloropyridin-3-yl)-4-fluoro-1-(phenylsulfonyl)-1H-pyrrol-3-yl]methyl}methylcarbamate (439 mg) in ethanol (4 mL) was added 4 mol/L hydrogen chloride-ethyl acetate solution (4 mL), and the mixture was stirred at room temperature for 3 hr. The reaction mixture was concentrated under reduced pressure. Saturated aqueous sodium hydrogen carbonate solution was added to the residue, and the mixture was extracted with ethyl acetate. The extract washed with saturated aq... Starting materials: FC1(OC2=C(O1)C=CC(=C2)N2N=C(C(C=C2)=O)C(\C=C\N(C)C)=O)F (1-(2,2-Difluoro-benzo[1,3]dioxol-5-yl)-3-((E)-3-dimethylamino-acryloyl)-1H-pyridazin-4-one), FC1=C(C=C(C=C1)F)NN (2,5-difluoro-phenylhydrazine). The product is FC1(OC2=C(O1)C=CC(=C2)N2N=C(C(C=C2)=O)C=2N(N=CC2)C2=C(C=CC(=C2)F)F)F (1-(2,2-Difluoro-benzo[1,3]dioxol-5-yl)-3-[2-(2,5-difluoro-phenyl)-2H-pyrazol-3-yl]-1H-pyridazin-4-one). As a reaction SMILES: [F:1][C:2]1([F:25])[O:6][C:5]2[CH:7]=[CH:8][C:9]([N:11]3[CH:16]=[CH:15][C:14](=[O:17])[C:13]([C:18](=O)/[CH:19]=[CH:20]/[N:21](C)C)=[N:12]3)=[CH:10][C:4]=2[O:3]1.[F:26][C:27]1[CH:32]=[CH:31][C:30]([F:33])=[CH:29][C:28]=1[NH:34]N>>[F:1][C:2]1([F:25])[O:6][C:5]2[CH:7]=[CH:8][C:9]([N:11]3[CH:16]=[CH:15][C:14](=[O:17])[C:13]([C:18]4[N:34]([C:28]5[CH:29]=[C:30]([F:33])[CH:31]=[CH:32][C:27]=5[F:26])[N:21]=[CH:20][CH:19]=4)=[N:12]3)=[CH:10][C:4]=2[O:3]1. Reported procedure: The product was obtained starting from 1-(2,2-Difluoro-benzo[1,3]dioxol-5-yl)-3-((E)-3-dimethylamino-acryloyl)-1H-pyridazin-4-one (A-11) and 2,5-difluoro-phenylhydrazine according to the method described for example 91. MS: M=431.2 (M+H)+ Yields the product ClC1=CC=C(OC(=O)P(OCC)(OCC)=O)C=C1 (Diethyl 4-chlorophenoxycarbonylphosphonate). Starting materials: C(C)OP(OCC)OCC (triethylphosphite), ClC(=O)OC1=CC=C(C=C1)Cl (4-chlorophenyl chloroformate). Procedure: From 20 g (0.12 mole) of triethylphosphite and 19.1 g (0.10 mole) of 4-chlorophenyl chloroformate (prepared according to M. J. Zabik and R. D. Scheutz J. Org. Chem. 32 (1967) 300). (125° C., 2 hours). Yield 26.3 g (90%). Bp0.01 153°-6° C., nD21 1.4980. RXN SMILES: C([O:3][P:4]([O:8][CH2:9][CH3:10])[O:5][CH2:6][CH3:7])C.Cl[C:12]([O:14][C:15]1[CH:20]=[CH:19][C:18]([Cl:21])=[CH:17][CH:16]=1)=[O:13]>>[Cl:21][C:18]1[CH:19]=[CH:20][C:15]([O:14][C:12]([P:4](=[O:3])([O:5][CH2:6][CH3:7])[O:8][CH2:9][CH3:10])=[O:13])=[CH:16][CH:17]=1. Yields the product CC(C1=CC[C@H]2[C@@H]3CC[C@H]4CC=CC[C@]4(C)[C@H]3CC[C@]12C)=O (5α-pregna-2,16-dien-20-one). As a reaction SMILES: C1(C)C=CC(S(O[C@H:11]2[CH2:30][CH2:29][C@@:28]3([CH3:31])[C@@H:13]([CH2:14][CH2:15][C@@H:16]4[C@@H:27]3[CH2:26][CH2:25][C@@:24]3([CH3:32])[C@H:17]4[CH2:18][CH:19]=[C:20]3[C:21](=[O:23])[CH3:22])[CH2:12]2)(=O)=O)=CC=1.N1C(C)=CC(C)=CC=1C.Cl>>[CH3:22][C:21](=[O:23])[C:20]1[C@:24]2([CH3:32])[C@H:17]([C@H:16]3[C@H:27]([CH2:26][CH2:25]2)[C@:28]2([CH3:31])[C@H:13]([CH2:12][CH:11]=[CH:30][CH2:29]2)[CH2:14][CH2:15]3)[CH2:18][CH:19]=1. Starting materials: C1(=CC=C(C=C1)S(=O)(=O)O[C@@H]1C[C@@H]2CC[C@H]3[C@@H]4CC=C(C(C)=O)[C@]4(CC[C@@H]3[C@]2(CC1)C)C)C (3β-Toluene-p-sulphonyloxy-5α-pregn-16-en-20-one), N1=C(C=C(C=C1C)C)C (collidine), Cl (hydrochloric acid). The yield is 86.5%. Procedure: 3β-Toluene-p-sulphonyloxy-5α-pregn-16-en-20-one (6 g.) was added to hot collidine (12 ml.), and the solution was then refluxed for 30 minutes. The solution was allowed to cool and then poured into cold dilute hydrochloric acid. The precipitate was filtered off, washed with water and dissolved in methylene chloride. The solution was dried over sodium sulphate and then filtered through a short column of silica gel (50 g.). The methylene chloride eluate (about 150 ml.) was evaporated to give 5α-pre...